From a dataset of the Open Reaction Database (ORD), a public repository of structured organic reaction records. describe an organic reaction: reactants, conditions, products, and yield The reactants are O=C([O-])[O-], CCI, CCc1cc(OCc2ccccc2)ccc1C(=O)O, CN(C)C=O, [K+], [K+], O. Product: CCOC(=O)c1ccc(OCc2ccccc2)cc1CC. As a reaction SMILES: [C:23](=[O:24])([O-:25])[O-:26].[CH2:1]([CH3:2])[I:3].[CH2:4]([c:5]1[cH:6][cH:7][cH:8][cH:9][cH:10]1)[O:11][c:12]1[cH:13][c:14]([CH2:21][CH3:22])[c:15]([C:16](=[O:17])[OH:18])[cH:19][cH:20]1.[CH3:30][N:31]([CH3:32])[CH:33]=[O:34].[K+:27].[K+:28].[OH2:29]>>[CH2:1]([CH3:2])[O:18][C:16]([c:15]1[c:14]([CH2:21][CH3:22])[cH:13][c:12]([O:11][CH2:4][c:5]2[cH:6][cH:7][cH:8][cH:9][cH:10]2)[cH:20][cH:19]1)=[O:17]. Reactants: FC(C(C(F)(F)F)(O)C1=CC=C(C=C1)CCC(=O)O)(F)F (4-[2,2,2-trifluoro-1-hydroxy-1-(trifluoromethyl)ethyl]benzenepropanoic acid), [N+](=O)(O)[O-] (nitric acid), O (water), [N+](=O)(O)[O-] (nitric acid). Solvent: S(O)(O)(=O)=O (sulfuric acid). Conditions: time 18 hour. Product: [N+](=O)([O-])C1=C(C=CC(=C1)C(C(F)(F)F)(C(F)(F)F)O)CCC(=O)O (2-nitro-4-[2,2,2-trifluoro-1-hydroxy-1-(trifluoromethyl)ethyl]benzenepropanoic acid). RXN SMILES: [F:1][C:2]([F:21])([F:20])[C:3]([C:9]1[CH:14]=[CH:13][C:12]([CH2:15][CH2:16][C:17]([OH:19])=[O:18])=[CH:11][CH:10]=1)([OH:8])[C:4]([F:7])([F:6])[F:5].[N+:22]([O-])([OH:24])=[O:23].O>S(=O)(=O)(O)O>[N+:22]([C:11]1[CH:10]=[C:9]([C:3]([OH:8])([C:4]([F:6])([F:5])[F:7])[C:2]([F:20])([F:21])[F:1])[CH:14]=[CH:13][C:12]=1[CH2:15][CH2:16][C:17]([OH:19])=[O:18])([O-:24])=[O:23]. Reported procedure: To a solution of 63.2 g (0.20 mole) of 4-[2,2,2-trifluoro-1-hydroxy-1-(trifluoromethyl)ethyl]benzenepropanoic acid in 160 ml of concentrated sulfuric acid is added 40 ml of fuming nitric acid (90%) dropwise with stirring at 0°-5°. Following the nitric acid addition the solution is allowed to warm to 20° with stirring over a 1-hour period. The solutionis then added to a mixture of ice and water and allowed to stand for 18 hours. A precipitate results and is filtered, washed with water and dissolv... Starting materials: C(C)C=1NC=C(N1)C (2-ethyl-4-methylimidazole), C(C1=CC(C(=O)O)=CC=C1)(=O)O (isophthalic acid). Run in CC(=O)C (acetone), CC(=O)C (acetone). The product is C(C1=CC(C(=O)O)=CC=C1)(=O)O.C(C)C=1NC=C(N1)C (isophthalic acid 2-ethyl-4-methylimidazole). Reaction SMILES: [C:1]([OH:12])(=[O:11])[C:2]1[CH:10]=[CH:9][CH:8]=[C:4]([C:5]([OH:7])=[O:6])[CH:3]=1.[CH2:13]([C:15]1[NH:16][CH:17]=[C:18]([CH3:20])[N:19]=1)[CH3:14]>CC(C)=O>[C:1]([OH:12])(=[O:11])[C:2]1[CH:10]=[CH:9][CH:8]=[C:4]([C:5]([OH:7])=[O:6])[CH:3]=1.[CH2:13]([C:15]1[NH:16][CH:17]=[C:18]([CH3:20])[N:19]=1)[CH3:14] |f:3.4|. Procedure: To a 500 ml-three neck flask, 49.8 g of isophthalic acid and 300 ml of acetone were added and stirred. Thereto, 33.1 g of 2-ethyl-4-methylimidazole dissolved separately with 60 ml of acetone was dropped by heating. After dropping, the resultant was heated at reflux for 3 hours, cooled, and then subjected to suction filtration. By performing vacuum drying, 79.2 of the clathrate complex of isophthalic acid/2-ethyl-4-methylimidazole (1:1) was obtained. The clathration of the obtained clathrate comp... Reactants: FC1=CC=C(C(=O)C2=C(C=CC(=C2)C)NC(C)=O)C=C1 (N-[2-(4-fluorobenzoyl)-4-methylphenyl]acetamide). Solvent: C(C)O (ethanol), Cl (hydrochloric acid). Yields the product NC1=C(C=C(C=C1)C)C(=O)C1=CC=C(C=C1)F ((2-Amino-5-methylphenyl)(4-fluorophenyl)methanone). The yield is 55.8%. As a reaction SMILES: [F:1][C:2]1[CH:20]=[CH:19][C:5]([C:6]([C:8]2[CH:13]=[C:12]([CH3:14])[CH:11]=[CH:10][C:9]=2[NH:15]C(=O)C)=[O:7])=[CH:4][CH:3]=1>C(O)C.Cl>[NH2:15][C:9]1[CH:10]=[CH:11][C:12]([CH3:14])=[CH:13][C:8]=1[C:6]([C:5]1[CH:19]=[CH:20][C:2]([F:1])=[CH:3][CH:4]=1)=[O:7]. Procedure details: A solution of 119 g (0.44 mole of N-[2-(4-fluorobenzoyl)-4-methylphenyl]acetamide in 500 ml of 95% ethanol and 300 ml of 6N hydrochloric acid was heated at reflux for 16 hr. The solvents were removed on a roto-evaporator and the residue obtained was partitioned between concentrated ammonium hydroxide and benzene. The organic layer was concentrated and the new residue was chromatographed on silica gel, eluting with 10% ethyl acetate in hexane. The product fractions were concentrated and the resid... Reaction conditions: time 8 hour. Reagents/catalysts: CN(C)C=1C=CN=CC1 (DMAP). The product is C(C1=CC=CC=C1)NC(C1=CC=C(C=C1)OC1=CC2=C(B(OC2)O)C=C1)=O (N-benzyl-4-(1-hydroxy-1,3-dihydro-benzo[c][1,2]oxaborol-5-yloxy)-benzamide). Reactants: OB1OCC2=C1C=CC(=C2)OC2=CC=C(C(=O)O)C=C2 (4-(1-hydroxy-1,3-dihydro-benzo[c][1,2]oxaborol-5-yloxy)-benzoic acid), CCN=C=NCCCN(C)C (EDCI), C=1C=CC2=C(C1)N=NN2O (HOBt), C(C1=CC=CC=C1)N (benzylamine). As a reaction SMILES: [OH:1][B:2]1[C:6]2[CH:7]=[CH:8][C:9]([O:11][C:12]3[CH:20]=[CH:19][C:15]([C:16]([OH:18])=O)=[CH:14][CH:13]=3)=[CH:10][C:5]=2[CH2:4][O:3]1.CCN=C=NCCCN(C)C.C1C=CC2N(O)N=NC=2C=1.[CH2:42]([NH2:49])[C:43]1[CH:48]=[CH:47][CH:46]=[CH:45][CH:44]=1>CN(C1C=CN=CC=1)C.C(Cl)Cl.O>[CH2:42]([NH:49][C:16](=[O:18])[C:15]1[CH:14]=[CH:13][C:12]([O:11][C:9]2[CH:8]=[CH:7][C:6]3[B:2]([OH:1])[O:3][CH2:4][C:5]=3[CH:10]=2)=[CH:20][CH:19]=1)[C:43]1[CH:48]=[CH:47][CH:46]=[CH:45][CH:44]=1. Run in C(Cl)Cl (DCM), O (H2O). Reported procedure: To a 40 mL scintillation vial containing 4-(1-hydroxy-1,3-dihydro-benzo[c][1,2]oxaborol-5-yloxy)-benzoic acid (150 mg, 0.55 mmol, 1.0 eq.), EDCI (157.2 mg, 0.82 mmol, 1.5 eq.), HOBt (111.5 mg, 0.82 mmol, 1.5 eq.) and DMAP (12 mg, 0.1 mmol, 0.2 eq.) in DCM (10.0 mL) was added benzylamine (24 μL, 2.2 mmol, 4.0 eq.) drop wise. The mixture was stirred at room temperature overnight. The mixture was treated with H2O (10 mL) and the layers were separated. The aqueous was extracted with DCM (2×5 mL), co...